Task: describe an organic reaction: reactants, conditions, products, and yield. Dataset: the Open Reaction Database (ORD), a public repository of structured organic reaction records Starting materials: ClCl (chlorine), [N+](=O)([O-])C=1C(=C(C=CC1)O)[N+](=O)[O-] (dinitrophenol), Cl (hydrochloric acid), [N+](=O)([O-])C=1C(=C(C=CC1)O)[N+](=O)[O-] (dinitrophenol), ClCl (chlorine), [N+](=O)([O-])C1=C(C=CC(=C1)[N+](=O)[O-])O (2,4-dinitrophenol), ClCl (chlorine), lignosulfonate, [N+](=O)([O-])C1=C(C=CC(=C1)[N+](=O)[O-])O (2,4-dinitrophenol). Solvent: O (water). Run at time 120 minute. Product: 162.4, ClC1=C(C(=CC(=C1)[N+](=O)[O-])[N+](=O)[O-])O (2-chloro-4,6-dinitrophenol). As a reaction SMILES: [N+:1]([C:4]1[CH:9]=[C:8]([N+:10]([O-:12])=[O:11])[CH:7]=[CH:6][C:5]=1[OH:13])([O-:3])=[O:2].[N+](C1C([N+]([O-])=O)=C(O)C=CC=1)([O-])=O.[ClH:27].ClCl>O>[Cl:27][C:6]1[CH:7]=[C:8]([N+:10]([O-:12])=[O:11])[CH:9]=[C:4]([N+:1]([O-:3])=[O:2])[C:5]=1[OH:13]. Reported procedure: 160 parts of 2,4-dinitrophenol are suspended in 240 parts of water. Then 0.5 part of lignosulfonate (dispersant) is added to this suspension and the dinitrophenol is comminuted by ultrasonication. A reactor is charged with 210 parts of 14 % hydrochloric acid and the aqueous suspension of finely particulate 2,4-dinitrophenol and 60 parts of chlorine gas are added simultaneously at 0° C. The addition of the suspension of dinitrophenol is made over 120 minutes and the chlorine is simultaneously add... Starting materials: CC(=O)O, CCOC(=O)CCCCn1c(=O)sc2c(=O)[nH]c(N)nc21, [Na+], [OH-]. The product is Nc1nc2c(sc(=O)n2CCCCC(=O)O)c(=O)[nH]1. RXN SMILES: [C:24]([OH:25])(=[O:26])[CH3:27].[NH2:1][c:2]1[nH:3][c:4](=[O:21])[c:5]2[c:6]([n:7]1)[n:8]([CH2:12][CH2:13][CH2:14][CH2:15][C:16](=[O:17])[O:18][CH2:19][CH3:20])[c:9](=[O:11])[s:10]2.[Na+:23].[OH-:22]>>[NH2:1][c:2]1[nH:3][c:4](=[O:21])[c:5]2[c:6]([n:7]1)[n:8]([CH2:12][CH2:13][CH2:14][CH2:15][C:16](=[O:17])[OH:18])[c:9](=[O:11])[s:10]2. Reactants: N1C=NC=C1 (imidazole), C([O-])([O-])=O.[K+].[K+] (potassium carbonate), BrCCC1=CC=CC=C1 ((2-bromoethyl)benzene). The solvent is C1CCOC1 (THF), C1CCOC1 (THF). Run at time 10 minute. Product: C(CC1=CC=CC=C1)N1C=NC=C1 (1-Phenethyl-1H-imidazole). Reaction SMILES: [NH:1]1[CH:5]=[CH:4][N:3]=[CH:2]1.C(=O)([O-])[O-].[K+].[K+].Br[CH2:13][CH2:14][C:15]1[CH:20]=[CH:19][CH:18]=[CH:17][CH:16]=1>C1COCC1>[CH2:13]([N:1]1[CH:5]=[CH:4][N:3]=[CH:2]1)[CH2:14][C:15]1[CH:20]=[CH:19][CH:18]=[CH:17][CH:16]=1 |f:1.2.3|. Procedure details: Under an atmosphere of N2, a mixture of imidazole (788 mg, 11.57 mmol, 2.1 equiv) and potassium carbonate (370 mg, 2.68 mmol, 1 equiv) in dry THF (18 mL) was stirred at rt for 10 min. To this was added a solution of (2-bromoethyl)benzene (1.00 g, 5.40 mmol, 1 equiv) in THF (1 mL) and the mixture was heated at reflux temperature for 14 h. The mixture was filtered and the filtrate was concentrated to a clear oil. The oil was dissolved in CH2Cl2 and the organic phase was washed with water (2×). The...